Dataset: the Open Reaction Database (ORD), a public repository of structured organic reaction records. Task: describe an organic reaction: reactants, conditions, products, and yield Starting materials: COc1ccc(-c2nc(Sc3ccc(C(C)(C)C)cc3)[nH]c2-c2ccc(OC)cc2)cc1, ClCCl, O=C(OO)c1cccc(Cl)c1. The product is COc1ccc(-c2nc(S(=O)c3ccc(C(C)(C)C)cc3)[nH]c2-c2ccc(OC)cc2)cc1. As a reaction SMILES: [CH3:12][O:13][c:14]1[cH:15][cH:16][c:17](-[c:20]2[n:21][c:22]([S:33][c:34]3[cH:35][cH:36][c:37]([C:40]([CH3:41])([CH3:42])[CH3:43])[cH:38][cH:39]3)[nH:23][c:24]2-[c:25]2[cH:26][cH:27][c:28]([O:31][CH3:32])[cH:29][cH:30]2)[cH:18][cH:19]1.[Cl:44][CH2:45][Cl:46].[OH:1][O:2][C:3]([c:4]1[cH:5][c:6]([Cl:7])[cH:8][cH:9][cH:10]1)=[O:11]>>[O:1]=[S:33]([c:22]1[nH:21][c:20](-[c:17]2[cH:16][cH:15][c:14]([O:13][CH3:12])[cH:19][cH:18]2)[c:24](-[c:25]2[cH:26][cH:27][c:28]([O:31][CH3:32])[cH:29][cH:30]2)[n:23]1)[c:34]1[cH:35][cH:36][c:37]([C:40]([CH3:41])([CH3:42])[CH3:43])[cH:38][cH:39]1. Starting materials: C(C)N(CCCON1C(C(C2=C(C=C(C=C12)I)C(F)(F)F)C1=CC2=CC=CC=C2C=C1)=O)CC (3-diethylaminopropyloxy-4-trifluoromethyl-6-iodo-3-(2-naphthyl)oxindole), C#CCO (1-propyn-3-ol). Yields the product C(C)N(CCCON1C(C(C2=C(C=C(C=C12)C#CCO)C(F)(F)F)C1=CC2=CC=CC=C2C=C1)=O)CC (3-Diethylaminopropyloxy-4-trifluoromethyl-6-(3-hydroxy-1-propynyl)-3-(2-naphthyl)oxindole). Isolated yield 34.0%. RXN SMILES: [CH2:1]([N:3]([CH2:33][CH3:34])[CH2:4][CH2:5][CH2:6][O:7][N:8]1[C:16]2[C:11](=[C:12]([C:18]([F:21])([F:20])[F:19])[CH:13]=[C:14](I)[CH:15]=2)[CH:10]([C:22]2[CH:31]=[CH:30][C:29]3[C:24](=[CH:25][CH:26]=[CH:27][CH:28]=3)[CH:23]=2)[C:9]1=[O:32])[CH3:2].[CH:35]#[C:36][CH2:37][OH:38]>>[CH2:1]([N:3]([CH2:33][CH3:34])[CH2:4][CH2:5][CH2:6][O:7][N:8]1[C:16]2[C:11](=[C:12]([C:18]([F:21])([F:20])[F:19])[CH:13]=[C:14]([C:35]#[C:36][CH2:37][OH:38])[CH:15]=2)[CH:10]([C:22]2[CH:31]=[CH:30][C:29]3[C:24](=[CH:25][CH:26]=[CH:27][CH:28]=3)[CH:23]=2)[C:9]1=[O:32])[CH3:2]. Procedure details: The title compound (3.7 mg, 34%) was prepared from 3-diethylaminopropyloxy-4-trifluoromethyl-6-iodo-3-(2-naphthyl)oxindole (12.4 mg, 0.0213 mmol) and 1-propyn-3-ol by the procedure similar to that described in Reference Example 21.